This data is from the Open Reaction Database (ORD), a public repository of structured organic reaction records. The task is: describe an organic reaction: reactants, conditions, products, and yield Reactants: CC1(OCC(O1)CO)C ((2,2-dimethyl-[1,3]dioxolan-4-yl) -methanol), C1(=CC=C(C=C1)S(=O)(=O)Cl)C (toluene-4-sulfonyl chloride), O (water). The solvent is N1=CC=CC=C1 (pyridine). Product: CC1(OCC(O1)COS(=O)(=O)C1=CC=C(C=C1)C)C (toluene-4-sulfonic acid-(2,2-dimethyl-[1,3]dioxolan-4-ylmethyl)-ester). The yield is 88.9%. As a reaction SMILES: [CH3:1][C:2]1([CH3:9])[O:6][CH:5]([CH2:7][OH:8])[CH2:4][O:3]1.[C:10]1([CH3:20])[CH:15]=[CH:14][C:13]([S:16](Cl)(=[O:18])=[O:17])=[CH:12][CH:11]=1.O>N1C=CC=CC=1>[CH3:1][C:2]1([CH3:9])[O:6][CH:5]([CH2:7][O:8][S:16]([C:13]2[CH:14]=[CH:15][C:10]([CH3:20])=[CH:11][CH:12]=2)(=[O:18])=[O:17])[CH2:4][O:3]1. Procedure: 18.8 ml (151 mmol) (2,2-dimethyl-[1,3]dioxolan-4-yl) -methanol and 28.6 g (150 mmol) toluene-4-sulfonyl chloride were stirred for 16 h at room temperature in 7 ml pyridine, it was poured onto 400 ml water, extracted twice with ethyl acetate, the combined ethyl acetate phases were washed with water, the organic phase was dried with sodium sulfate, filtered, the solvent was removed in a vacuum and 38.2 g (88%) toluene-4-sulfonic acid-(2,2-dimethyl-[1,3]dioxolan-4-ylmethyl)-ester was obtained as a ... Reactants: O (water), FC=1C=C2C(=NC1)N(C=N2)CC2=CC1=C(N=C(O1)S(=O)C)C=C2 (6-((6-fluoro-3H-imidazo[4,5-b]pyridin-3-yl)methyl)-2-(methylsulfinyl)benzo[d]oxazole), N[C@H]1[C@@H](CCCC1)O ((1R,2R)-2-amino-cyclohexanol), CCN(C(C)C)C(C)C (DIEA). Run in CC(=O)N(C)C (DMA). Run at temperature 135 celsius. Product: FC=1C=C2C(=NC1)N(C=N2)CC2=CC1=C(N=C(O1)N[C@H]1[C@@H](CCCC1)O)C=C2 ((1R,2R)-2-((6-((6-fluoro-3H-imidazo[4,5-b]pyridin-3-yl)methyl)benzo[d]oxazol-2-yl)amino)cyclohexanol). The yield is 26.6%. As a reaction SMILES: [F:1][C:2]1[CH:3]=[C:4]2[N:10]=[CH:9][N:8]([CH2:11][C:12]3[CH:23]=[CH:22][C:15]4[N:16]=[C:17](S(C)=O)[O:18][C:14]=4[CH:13]=3)[C:5]2=[N:6][CH:7]=1.[NH2:24][C@@H:25]1[CH2:30][CH2:29][CH2:28][CH2:27][C@H:26]1[OH:31].CCN(C(C)C)C(C)C.O>CC(N(C)C)=O>[F:1][C:2]1[CH:3]=[C:4]2[N:10]=[CH:9][N:8]([CH2:11][C:12]3[CH:23]=[CH:22][C:15]4[N:16]=[C:17]([NH:24][C@@H:25]5[CH2:30][CH2:29][CH2:28][CH2:27][C@H:26]5[OH:31])[O:18][C:14]=4[CH:13]=3)[C:5]2=[N:6][CH:7]=1. Procedure: A stirred mixture of 6-((6-fluoro-3H-imidazo[4,5-b]pyridin-3-yl)methyl)-2-(methylsulfinyl)benzo[d]oxazole (220 mg, 0.67 mmol) from the previous step, (1R,2R)-2-amino-cyclohexanol (152 mg, 1 mmol), and DIEA (259 mg, 2.01 mmol) in DMA (5 mL) was heated at 135° C. for 2 h. The reaction mixture was cooled to rt, poured into water (30 mL), and extracted with ethyl acetate (50 mL×3). The combined organic layers were washed sequentially with water and brine. The organic layer was separated, dried over ... Starting materials: C#C (acetylene), H2PtCl6 IPA, Cl[SiH](Cl)C[SiH](Cl)Cl (bis(dichlorosilyl)methane), H2PtCl6. Reaction conditions: time 3 hour. Product: Cl[Si]1(C[Si](C=C1)(Cl)Cl)Cl (1,1,3,3-tetrachloro-1,3-disilacyclopent-4-ene). Yield: 3.6%. RXN SMILES: [CH:1]#[CH:2].[Cl:3][SiH:4]([CH2:6][SiH:7]([Cl:9])[Cl:8])[Cl:5]>>[Cl:3][Si:4]1([Cl:5])[CH:2]=[CH:1][Si:7]([Cl:9])([Cl:8])[CH2:6]1. Reported procedure: Hydrosilation of acetylene with bis(dichlorosilyl)methane in the presence of H2PtCl6. Into the same apparatus as described in Example 1 were placed 125 μl of a 0.1 M H2PtCl6 /IPA solution under a dry nitrogen atmosphere and the IPA removed under vacuum. Into the flask were added 3.01 g of bis(dichlorosilyl)methane and 20 ml of dried benzene. The flask content was heated to reflux temperature and acetylene gas was blown into the content at a rate of 90 ml/min for 3 hours. The reaction products we... The reactants are CN(C)C=O, CCN(C(C)C)C(C)C, Cc1cc(F)c([N+](=O)[O-])cc1F, CC(C)(C)OC(=O)N1CCC(N)CC1. Product: Cc1cc(NC2CCN(C(=O)OC(C)(C)C)CC2)c([N+](=O)[O-])cc1F. Reaction SMILES: [CH3:36][N:37]([CH3:38])[CH:39]=[O:40].[CH:27]([N:28]([CH:29]([CH3:30])[CH3:31])[CH2:32][CH3:33])([CH3:34])[CH3:35].[F:1][c:2]1[c:3]([CH3:12])[cH:4][c:5]([F:11])[c:6]([N+:8](=[O:9])[O-:10])[cH:7]1.[NH2:13][CH:14]1[CH2:15][CH2:16][N:17]([C:20](=[O:21])[O:22][C:23]([CH3:24])([CH3:25])[CH3:26])[CH2:18][CH2:19]1>>[F:1][c:2]1[c:3]([CH3:12])[cH:4][c:5]([NH:13][CH:14]2[CH2:15][CH2:16][N:17]([C:20](=[O:21])[O:22][C:23]([CH3:24])([CH3:25])[CH3:26])[CH2:18][CH2:19]2)[c:6]([N+:8](=[O:9])[O-:10])[cH:7]1. Yields the product COc1cccc(C2(c3ncc(C4=NC(C)(C)CO4)cn3)CCN(Cc3ccccc3)CC2)c1. Reactants: C1CCOC1, COc1cccc(C2(c3ncc(C(=O)NC(C)(C)CO)cn3)CCN(Cc3ccccc3)CC2)c1, c1ccc(P(c2ccccc2)c2ccccc2)cc1. RXN SMILES: [O:55]1[CH2:56][CH2:57][CH2:58][CH2:59]1.[OH:1][CH2:2][C:3]([CH3:4])([CH3:5])[NH:6][C:7](=[O:8])[c:9]1[cH:10][n:11][c:12]([C:15]2([c:28]3[cH:29][c:30]([O:34][CH3:35])[cH:31][cH:32][cH:33]3)[CH2:16][CH2:17][N:18]([CH2:21][c:22]3[cH:23][cH:24][cH:25][cH:26][cH:27]3)[CH2:19][CH2:20]2)[n:13][cH:14]1.[c:36]1([P:37]([c:38]2[cH:39][cH:40][cH:41][cH:42][cH:43]2)[c:44]2[cH:45][cH:46][cH:47][cH:48][cH:49]2)[cH:50][cH:51][cH:52][cH:53][cH:54]1>>[O:1]1[CH2:2][C:3]([CH3:4])([CH3:5])[N:6]=[C:7]1[c:9]1[cH:10][n:11][c:12]([C:15]2([c:28]3[cH:29][c:30]([O:34][CH3:35])[cH:31][cH:32][cH:33]3)[CH2:16][CH2:17][N:18]([CH2:21][c:22]3[cH:23][cH:24][cH:25][cH:26][cH:27]3)[CH2:19][CH2:20]2)[n:13][cH:14]1. The reactants are COC(=O)CCc1ccc(CCl)cc1C, [N-]=[N+]=[N-], [Na+], CN(C)C=O, O. Yields the product COC(=O)CCc1ccc(CN=[N+]=[N-])cc1C. RXN SMILES: [CH3:1][O:2][C:3]([CH2:4][CH2:5][c:6]1[c:7]([CH3:14])[cH:8][c:9]([CH2:12][Cl:13])[cH:10][cH:11]1)=[O:15].[N-:17]=[N+:18]=[N-:19].[Na+:16].[O:21]=[CH:22][N:23]([CH3:24])[CH3:25].[OH2:20]>>[CH3:1][O:2][C:3]([CH2:4][CH2:5][c:6]1[c:7]([CH3:14])[cH:8][c:9]([CH2:12][N:17]=[N+:18]=[N-:19])[cH:10][cH:11]1)=[O:15].